The task is: describe an organic reaction: reactants, conditions, products, and yield. This data is from the Open Reaction Database (ORD), a public repository of structured organic reaction records. Starting materials: C(C1=CC=CC=C1)N1C[C@@H]([C@@H](CC1)C)N(C=1C2=C(N=C(N1)Cl)NC=C2)C (N-((3R,4R)-1-benzyl-4-methylpiperidin-3-yl)-2-chloro-N-methyl-7H-pyrrolo[2,3-d]pyrimidin-4-amine). Reagents/catalysts: [OH-].[OH-].[Pd+2] (Pd(OH)2/C). Solvent: O (water). Reaction conditions: temperature 72.5 celsius. The product is CN(C=1C2=C(N=CN1)NC=C2)[C@H]2CNCC[C@H]2C (methyl-[(3R,4R)-4-methyl-piperidin-3-yl]-(7H-pyrrolo[2,3-d]pyrimidin-4-yl)amine). Reaction SMILES: C([N:8]1[CH2:13][CH2:12][C@@H:11]([CH3:14])[C@@H:10]([N:15]([CH3:26])[C:16]2[C:17]3[CH:25]=[CH:24][NH:23][C:18]=3[N:19]=[C:20](Cl)[N:21]=2)[CH2:9]1)C1C=CC=CC=1>[OH-].[OH-].[Pd+2].O>[CH3:26][N:15]([C@@H:10]1[C@H:11]([CH3:14])[CH2:12][CH2:13][NH:8][CH2:9]1)[C:16]1[C:17]2[CH:25]=[CH:24][NH:23][C:18]=2[N:19]=[CH:20][N:21]=1 |f:1.2.3|. Procedure details: To a clean, dry, nitrogen-purged 500 ml hydrogenation reactor were charged 20 wt % Pd(OH)2/C (palladium hydroxide on carbon) (5.0 g, 50% water wet), water (200 ml), and N-((3R,4R)-1-benzyl-4-methylpiperidin-3-yl)-2-chloro-N-methyl-7H-pyrrolo[2,3-d]pyrimidin-4-amine (50.0 g, 0.135 mol). The reactor was purged three times at 50 psi with nitrogen and three times at 50 psi with hydrogen. Once purging was complete, the reactor was heated to 70-75° C. and pressurized to 50 psi with hydrogen through a ... The reactants are O=C(Cl)c1ccc(Br)cc1, CNOC, ClCCl, Cl, c1ccncc1. Yields the product CON(C)C(=O)c1ccc(Br)cc1. Reaction SMILES: [Br:12][c:13]1[cH:14][cH:15][c:16]([C:17](=[O:18])[Cl:19])[cH:20][cH:21]1.[CH3:8][NH:9][O:10][CH3:11].[Cl:22][CH2:23][Cl:24].[ClH:7].[cH:1]1[cH:2][cH:3][n:4][cH:5][cH:6]1>>[CH3:8][N:9]([O:10][CH3:11])[C:17]([c:16]1[cH:15][cH:14][c:13]([Br:12])[cH:21][cH:20]1)=[O:18].